From a dataset of the Open Reaction Database (ORD), a public repository of structured organic reaction records. describe an organic reaction: reactants, conditions, products, and yield The reactants are NCC(=O)N(C1=CC=CC=C1)CC(=O)OC(C)(C)C (tert-butyl 2-(2-amino-N-phenylacetamido)acetate), CC=1C=C(C=CC1)N=C=O (3-methylphenyl isocyanate). Yields the product CC=1C=C(C=CC1)NC(NCC(=O)N(C1=CC=CC=C1)CC(=O)OC(C)(C)C)=O (tert-butyl 2-{2-[3-(3-methylphenyl)ureido]-N-phenylacetamido}acetate). The yield is 42.6%. Reaction SMILES: [NH2:1][CH2:2][C:3]([N:5]([CH2:12][C:13]([O:15][C:16]([CH3:19])([CH3:18])[CH3:17])=[O:14])[C:6]1[CH:11]=[CH:10][CH:9]=[CH:8][CH:7]=1)=[O:4].[CH3:20][C:21]1[CH:22]=[C:23]([N:27]=[C:28]=[O:29])[CH:24]=[CH:25][CH:26]=1>>[CH3:20][C:21]1[CH:22]=[C:23]([NH:27][C:28](=[O:29])[NH:1][CH2:2][C:3]([N:5]([CH2:12][C:13]([O:15][C:16]([CH3:19])([CH3:18])[CH3:17])=[O:14])[C:6]2[CH:11]=[CH:10][CH:9]=[CH:8][CH:7]=2)=[O:4])[CH:24]=[CH:25][CH:26]=1. Procedure details: Working in a manner similar to that described in Example 1, but starting with tert-butyl 2-(2-amino-N-phenylacetamido)acetate (1.25 g) and 3-methylphenyl isocyanate (0.63 g), and after recrystallization in acetonitrile, tert-butyl 2-{2-[3-(3-methylphenyl)ureido]-N-phenylacetamido}acetate (0.8 g), m.p. 180° C., is obtained.